This data is from the Open Reaction Database (ORD), a public repository of structured organic reaction records. The task is: describe an organic reaction: reactants, conditions, products, and yield As a reaction SMILES: [CH:1]1([C:4]2[N:5]=[CH:6][C:7]([C:15]([OH:17])=O)=[N:8][C:9]=2[O:10][CH2:11][CH:12]2[CH2:14][CH2:13]2)[CH2:3][CH2:2]1.[NH2:18][C:19]1([CH2:23][C:24]([NH2:26])=[O:25])[CH2:22][O:21][CH2:20]1>>[C:24]([CH2:23][C:19]1([NH:18][C:15]([C:7]2[CH:6]=[N:5][C:4]([CH:1]3[CH2:2][CH2:3]3)=[C:9]([O:10][CH2:11][CH:12]3[CH2:13][CH2:14]3)[N:8]=2)=[O:17])[CH2:22][O:21][CH2:20]1)(=[O:25])[NH2:26]. Reactants: C1(CC1)C=1N=CC(=NC1OCC1CC1)C(=O)O (5-cyclopropyl-6-cyclopropylmethoxy-pyrazine-2-carboxylic acid), NC1(COC1)CC(=O)N (2-(3-amino-oxetan-3-yl)-acetamide). Procedure: The title compound was synthesized in analogy to Example 6 using 5-cyclopropyl-6-cyclopropylmethoxy-pyrazine-2-carboxylic acid (Example 10 g, 50 mg, 0.21 mmol) and 2-(3-amino-oxetan-3-yl)-acetamide (31 mg, 0.24 mmol) as starting materials and isolated (30 mg, 41%) as white solid; LC-MS (UV peak area, ESI) 100%, 347.1710 (M+H)+. The product is C(N)(=O)CC1(COC1)NC(=O)C1=NC(=C(N=C1)C1CC1)OCC1CC1 (5-Cyclopropyl-6-cyclopropylmethoxy-pyrazine-2-carboxylic acid (3-carbamoylmethyl-oxetan-3-yl)-amide). Reactants: ClC1=NN2C(C(=N1)N(CC1=CC=C(C=C1)OC)C1CC1)=NC=C2C#N (2-chloro-4-(cyclopropyl(4-methoxybenzyl)amino)imidazo[2,1-f][1,2,4]triazine-7-carbonitrile), C([O-])([O-])=O.[Cs+].[Cs+] (cesium carbonate), CC1(C2=C(C(=CC=C2)P(C3=CC=CC=C3)C4=CC=CC=C4)OC5=C(C=CC=C51)P(C6=CC=CC=C6)C7=CC=CC=C7)C (Xantphos), NC=1C(=CC(=C(C#N)C1)CCCCN1CCOCC1)Cl (5-amino-4-chloro-2-(4-morpholinobutyl)benzonitrile). Reagents/catalysts: C(C)(=O)[O-].[Pd+2].C(C)(=O)[O-] (palladium(II) acetate), C1=CC=C(C=C1)P([C-]2C=CC=C2)C3=CC=CC=C3.C1=CC=C(C=C1)P([C-]2C=CC=C2)C3=CC=CC=C3.[Fe+2] (DPPF). Run in O1CCOCC1 (dioxane), CCOC(=O)C (EtOAc). Reaction conditions: temperature 100 celsius, time 8 hour. Yields the product ClC1=C(C=C(C(=C1)CCCCN1CCOCC1)C#N)NC1=NN2C(C(=N1)NC1CC1)=NC=C2C#N (2-((2-chloro-5-cyano-4-(4-morpholinobutyl)phenyl)amino)-4-(cyclopropylamino)imidazo[2,1-f][1,2,4]triazine-7-carbonitrile). Yield: 14.2%. Reaction SMILES: Cl[C:2]1[N:7]=[C:6]([N:8]([CH:18]2[CH2:20][CH2:19]2)CC2C=CC(OC)=CC=2)[C:5]2=[N:21][CH:22]=[C:23]([C:24]#[N:25])[N:4]2[N:3]=1.C(=O)([O-])[O-].[Cs+].[Cs+].CC1(C)C2C(=C(P(C3C=CC=CC=3)C3C=CC=CC=3)C=CC=2)OC2C(P(C3C=CC=CC=3)C3C=CC=CC=3)=CC=CC1=2.[NH2:74][C:75]1[C:76]([Cl:93])=[CH:77][C:78]([CH2:83][CH2:84][CH2:85][CH2:86][N:87]2[CH2:92][CH2:91][O:90][CH2:89][CH2:88]2)=[C:79]([CH:82]=1)[C:80]#[N:81]>O1CCOCC1.CCOC(C)=O.C([O-])(=O)C.[Pd+2].C([O-])(=O)C.C1C=CC(P(C2C=CC=CC=2)[C-]2C=CC=C2)=CC=1.C1C=CC(P(C2C=CC=CC=2)[C-]2C=CC=C2)=CC=1.[Fe+2]>[Cl:93][C:76]1[CH:77]=[C:78]([CH2:83][CH2:84][CH2:85][CH2:86][N:87]2[CH2:88][CH2:89][O:90][CH2:91][CH2:92]2)[C:79]([C:80]#[N:81])=[CH:82][C:75]=1[NH:74][C:2]1[N:7]=[C:6]([NH:8][CH:18]2[CH2:19][CH2:20]2)[C:5]2=[N:21][CH:22]=[C:23]([C:24]#[N:25])[N:4]2[N:3]=1 |f:1.2.3,8.9.10,11.12.13|. Reported procedure: To 2-chloro-4-(cyclopropyl(4-methoxybenzyl)amino)imidazo[2,1-f][1,2,4]triazine-7-carbonitrile (53.2 mg, 0.15 mmol), cesium carbonate (98 mg, 0.300 mmol), palladium(II) acetate (10.10 mg, 0.045 mmol), DPPF (8.32 mg, 0.015 mmol) and Xantphos (8.68 mg, 0.015 mmol) was added a solution of 5-amino-4-chloro-2-(4-morpholinobutyl)benzonitrile (48.5 mg, 0.165 mmol) in dioxane (1 mL). The reaction was heated at 100° C. for 1.5 h at which point LCMS showed full conversation. The reaction was cooled to room...